From a dataset of the Open Reaction Database (ORD), a public repository of structured organic reaction records. describe an organic reaction: reactants, conditions, products, and yield The reactants are C[Si](C)(C)CCOCn1ccnc1CC(CNCc1ccccc1)Cc1nccn1COCC[Si](C)(C)C, CCO, [H][H], [OH-], [OH-], [Pd+2]. As a reaction SMILES: [CH2:1]([c:2]1[cH:3][cH:4][cH:5][cH:6][cH:7]1)[NH:8][CH2:9][CH:10]([CH2:11][c:12]1[n:13]([CH2:17][O:18][CH2:19][CH2:20][Si:21]([CH3:22])([CH3:23])[CH3:24])[cH:14][cH:15][n:16]1)[CH2:25][c:26]1[n:27]([CH2:31][O:32][CH2:33][CH2:34][Si:35]([CH3:36])([CH3:37])[CH3:38])[cH:28][cH:29][n:30]1.[CH3:44][CH2:45][OH:46].[H:39][H:40].[OH-:41].[OH-:43].[Pd+2:42]>>[NH2:8][CH2:9][CH:10]([CH2:11][c:12]1[n:13]([CH2:17][O:18][CH2:19][CH2:20][Si:21]([CH3:22])([CH3:23])[CH3:24])[cH:14][cH:15][n:16]1)[CH2:25][c:26]1[n:27]([CH2:31][O:32][CH2:33][CH2:34][Si:35]([CH3:36])([CH3:37])[CH3:38])[cH:28][cH:29][n:30]1. Yields the product C[Si](C)(C)CCOCn1ccnc1CC(CN)Cc1nccn1COCC[Si](C)(C)C. Reactants: COC(C=1C(C(=O)OC)=C(C=CC1)O)=O (3-hydroxyphthalic acid dimethyl ester), C([O-])([O-])=O.[K+].[K+] (potassium carbonate), BrCC1=CC(=CC=C1)C (1-bromomethyl-3-methyl-benzene). Run in CC(=O)C (acetone). Product: COC(C=1C(C(=O)OC)=C(C=CC1)OCC1=CC(=CC=C1)C)=O (3-(3-methyl-benzyloxy)-phthalic acid dimethyl ester). Isolated yield 114.3%. Reaction SMILES: [CH3:1][O:2][C:3](=[O:15])[C:4]1[C:5](=[C:10]([OH:14])[CH:11]=[CH:12][CH:13]=1)[C:6]([O:8][CH3:9])=[O:7].C(=O)([O-])[O-].[K+].[K+].Br[CH2:23][C:24]1[CH:29]=[CH:28][CH:27]=[C:26]([CH3:30])[CH:25]=1>CC(C)=O>[CH3:1][O:2][C:3](=[O:15])[C:4]1[C:5](=[C:10]([O:14][CH2:23][C:24]2[CH:29]=[CH:28][CH:27]=[C:26]([CH3:30])[CH:25]=2)[CH:11]=[CH:12][CH:13]=1)[C:6]([O:8][CH3:9])=[O:7] |f:1.2.3|. Procedure: To a stirred suspension of 3-hydroxyphthalic acid dimethyl ester (1.4 g, 6.4 mmol) in acetone (30 mL) and potassium carbonate (2.7 g, 19.3 mmol) was added 1-bromomethyl-3-methyl-benzene (0.91 mL, 6.7 mmol) and refluxed overnight. The solvent was evaporated and the residue was partitioned between water (100 mL) and ethyl acetate (150 mL) and washed with water (2×100 mL). The combined organic phases was dried, concentrated and purified by flash column chromatography (EtOAc/Hexane) to give 3-(3-met... The reactants are BrBr (bromine), [S-]C#N.[K+] (Potassium thiocyanate), ClC1=CC=C(N)C=C1 (4-chloroaniline), NC=1SC2=C(N1)C=CC(=C2)Cl (2-amino-6-chlorobenzothiazole), [OH-].[K+] (potassium hydroxide). Solvent: C(C)(=O)O (acetic acid), O (water), C(C)(=O)O (acetic acid), O (water). Reaction conditions: time 30 minute. Yields the product ClC=1C=CC(=C(C1)S)N (5-Chloro-2-aminobenzenethiol). Reaction SMILES: [S-]C#N.[K+].ClC1C=CC(N)=CC=1.BrBr.NC1[S:17][C:18]2[CH:24]=[C:23]([Cl:25])[CH:22]=[CH:21][C:19]=2[N:20]=1.[OH-].[K+]>C(O)(=O)C.O>[Cl:25][C:23]1[CH:22]=[CH:21][C:19]([NH2:20])=[C:18]([SH:17])[CH:24]=1 |f:0.1,5.6|. Procedure: Potassium thiocyanate (38.8 g, 0.40 mole) and 4-chloroaniline (50.9 g, 0.40 mole) are dissolved in 300 mL of glacial acetic acid. The solution is cooled below 10° C. in an ice bath and while stirring, bromine (10 mL, 0.40 mole) in glacial acetic acid (50 mL) is added dropwise over one hour with the temperature maintained below 10° C. with external cooling. Stirring is continued for an additional 30 minutes. The reaction mixture is stirred at room temperature for 16 hours. The hydrobromide salt o... Starting materials: Cl.C(C1=CC=CC=C1)OC1=C2CCCC(C2=CC=C1)C(=O)N(CC=1C=NNC1)C=1C=NC(=CC1)C(C)C (5-benzyloxy-N-(6-isopropylpyridin-3-yl)-N-[(pyrazol-4-yl)methyl]-1,2,3,4-tetrahydronaphthalene-1-carboxamide hydrochloride), C(C(C)C)Br (isobutyl bromide). Product: C(C1=CC=CC=C1)OC1=C2CCCC(C2=CC=C1)C(=O)N(CC=1C=NN(C1)CC(C)C)C=1C=NC(=CC1)C(C)C (5-benzyloxy-N-(6-isopropylpyridin-3-yl)-N-{[1-(2-methylpropyl)pyrazol-4-yl]methyl}-1,2,3,4-tetrahydronaphthalene-1-carboxamide). Reaction SMILES: Cl.[CH2:2]([O:9][C:10]1[CH:19]=[CH:18][CH:17]=[C:16]2[C:11]=1[CH2:12][CH2:13][CH2:14][CH:15]2[C:20]([N:22]([C:29]1[CH:30]=[N:31][C:32]([CH:35]([CH3:37])[CH3:36])=[CH:33][CH:34]=1)[CH2:23][C:24]1[CH:25]=[N:26][NH:27][CH:28]=1)=[O:21])[C:3]1[CH:8]=[CH:7][CH:6]=[CH:5][CH:4]=1.[CH2:38](Br)[CH:39]([CH3:41])[CH3:40]>>[CH2:2]([O:9][C:10]1[CH:19]=[CH:18][CH:17]=[C:16]2[C:11]=1[CH2:12][CH2:13][CH2:14][CH:15]2[C:20]([N:22]([C:29]1[CH:30]=[N:31][C:32]([CH:35]([CH3:37])[CH3:36])=[CH:33][CH:34]=1)[CH2:23][C:24]1[CH:25]=[N:26][N:27]([CH2:38][CH:39]([CH3:41])[CH3:40])[CH:28]=1)=[O:21])[C:3]1[CH:8]=[CH:7][CH:6]=[CH:5][CH:4]=1 |f:0.1|. Procedure: By the reaction and treatment in the same manner as in Example 271 using 5-benzyloxy-N-(6-isopropylpyridin-3-yl)-N-[(pyrazol-4-yl)methyl]-1,2,3,4-tetrahydronaphthalene-1-carboxamide hydrochloride (0.83 g) and isobutyl bromide (0.326 mL) as starting materials, 5-benzyloxy-N-(6-isopropylpyridin-3-yl)-N-{[1-(2-methylpropyl)pyrazol-4-yl]methyl}-1,2,3,4-tetrahydronaphthalene-1-carboxamide (0.16 g) was obtained. By the reaction and treatment of this compound in the same manner as in Example 19, 5-hydr... Starting materials: C(C)(=O)O (Acetic acid), O(C1=CC=CC=C1)CC(=O)NC1[C@@H]2N(C(C(S2)(C)C)C(=O)O)C1=O (6-(2-phenoxyacetamido)-2,2-dimethylpenam-3-carboxylic acid), OO (hydrogen peroxide). Reagents/catalysts: O.O.[O-][W](=O)(=O)[O-].[Na+].[Na+] (sodium tungstate dihydrate). The solvent is O (Water). Conditions: time 1 hour. The product is O(C1=CC=CC=C1)CC(=O)NC1[C@@H]2N(C(C(S2=O)(C)C)C(=O)O)C1=O (6-(2-phenoxyacetamido)-2,2-dimethylpenam-3-carboxylic acid-1-oxide). Reaction SMILES: C(O)(=[O:3])C.[O:5]([CH2:12][C:13]([NH:15][CH:16]1[C:27](=[O:28])[N:18]2[CH:19]([C:24]([OH:26])=[O:25])[C:20]([CH3:23])([CH3:22])[S:21][C@H:17]12)=[O:14])[C:6]1[CH:11]=[CH:10][CH:9]=[CH:8][CH:7]=1.OO>O.O.[O-][W]([O-])(=O)=O.[Na+].[Na+].O>[O:5]([CH2:12][C:13]([NH:15][CH:16]1[C:27](=[O:28])[N:18]2[CH:19]([C:24]([OH:26])=[O:25])[C:20]([CH3:23])([CH3:22])[S:21](=[O:3])[C@H:17]12)=[O:14])[C:6]1[CH:11]=[CH:10][CH:9]=[CH:8][CH:7]=1 |f:3.4.5.6.7|. Reported procedure: Acetic acid (10 cc) was added to 6-(2-phenoxyacetamido)-2,2-dimethylpenam-3-carboxylic acid (3.50 g.), and sodium tungstate dihydrate (100 mg.) was further added thereto. To the mixture was added 30% hydrogen peroxide (1.2 cc) while cooling in an ice bath, and the mixture was stirred for 1 hour. Water was added to the mixture and the precipitate was collected by filtration, washed with water and dried to yield crystals (3.24 g.) of 6-(2-phenoxyacetamido)-2,2-dimethylpenam-3-carboxylic acid-1-oxi... Reactants: [H][H] (hydrogen), [Si](C1=CC=CC=C1)(C1=CC=CC=C1)(C(C)(C)C)OCC=1C(N(C=CC1)C1=C(C=C(C=C1)[N+](=O)[O-])C)=O (3-({[tert-Butyl(diphenyl)silyl]oxy}methyl)-1-(2-methyl-4-nitrophenyl)pyridin-2(1H)-one), [H][H] (hydrogen). The reagents and catalysts are [Pd] (palladium on carbon). Run in C1CCOC1 (THF). Yields the product NC1=CC(=C(C=C1)N1C(C(=CC=C1)CO[Si](C1=CC=CC=C1)(C1=CC=CC=C1)C(C)(C)C)=O)C (1-(4-Amino-2-methylphenyl)-3-({[tert-butyl(diphenyl)silyl]oxy}methyl)pyridin-2(1H)-one). Reaction SMILES: [Si:1]([O:18][CH2:19][C:20]1[C:21](=[O:36])[N:22]([C:26]2[CH:31]=[CH:30][C:29]([N+:32]([O-])=O)=[CH:28][C:27]=2[CH3:35])[CH:23]=[CH:24][CH:25]=1)([C:14]([CH3:17])([CH3:16])[CH3:15])([C:8]1[CH:13]=[CH:12][CH:11]=[CH:10][CH:9]=1)[C:2]1[CH:7]=[CH:6][CH:5]=[CH:4][CH:3]=1.[H][H]>C1COCC1.[Pd]>[NH2:32][C:29]1[CH:30]=[CH:31][C:26]([N:22]2[CH:23]=[CH:24][CH:25]=[C:20]([CH2:19][O:18][Si:1]([C:14]([CH3:15])([CH3:16])[CH3:17])([C:8]3[CH:9]=[CH:10][CH:11]=[CH:12][CH:13]=3)[C:2]3[CH:7]=[CH:6][CH:5]=[CH:4][CH:3]=3)[C:21]2=[O:36])=[C:27]([CH3:35])[CH:28]=1. Procedure details: 555 mg (1.11 mmol) of the compound from Example 7A are dissolved in 15 ml of THF, 150 mg of palladium on carbon are added and the mixture is hydrogenated in a hydrogen atmosphere at atmospheric pressure until the theoretical amount of hydrogen has been taken up. The catalyst is filtered off, which gives, after concentration under reduced pressure, 520 mg (99% of theory) of the title compound. Starting materials: C(C1=CC=CC=C1)OC(N[C@H]1CCN(CCC1)C=1N(N=CC1NC(=O)C=1N=C(SC1NC(=O)OC(C)(C)C)Br)C)=O (((R)-1-{4-[(2-bromo-5-tert-butoxycarbonylamino-thiazole-4-carbonyl)-amino]-2-methyl-2H-pyrazol-3-yl}-perhydro-azepin-4-yl)-carbamic acid benzyl ester), ClCCl (dichloromethane), C(C)(=O)[O-].[K+] (potassium acetate), CC1(OB(OC1(C)C)C1=C(C=CC=C1)C(F)(F)F)C (4,4,5,5-tetramethyl-2-(2-trifluoromethyl-phenyl)-1,3,2-dioxaborolane), C([O-])([O-])=O.[Na+].[Na+] (sodium carbonate). The reagents and catalysts are Cl[Pd]Cl.C1(=CC=CC=C1)P([C-]1C=CC=C1)C1=CC=CC=C1.[C-]1(C=CC=C1)P(C1=CC=CC=C1)C1=CC=CC=C1.[Fe+2] ([1,1′-bis(diphenylphosphino)ferrocene]-dichloropalladium(II)). Solvent: C(C)#N (ACN), O (water). Product: C(C1=CC=CC=C1)OC(N[C@H]1CCN(CCC1)C=1N(N=CC1NC(=O)C=1N=C(SC1NC(=O)OC(C)(C)C)C1=C(C=CC=C1)C(F)(F)F)C)=O ([(R)-1-(4-{[5-tert-butoxycarbonylamino-2-(2-trifluoromethyl-phenyl)-thiazole-4-carbonyl]-amino}-2-methyl-2H-pyrazol-3-yl)-perhydro-azepin-4-yl]-carbamic acid benzyl ester). Isolated yield 57.3%. As a reaction SMILES: [CH2:1]([O:8][C:9](=[O:41])[NH:10][C@@H:11]1[CH2:17][CH2:16][CH2:15][N:14]([C:18]2[N:19]([CH3:40])[N:20]=[CH:21][C:22]=2[NH:23][C:24]([C:26]2[N:27]=[C:28](Br)[S:29][C:30]=2[NH:31][C:32]([O:34][C:35]([CH3:38])([CH3:37])[CH3:36])=[O:33])=[O:25])[CH2:13][CH2:12]1)[C:2]1[CH:7]=[CH:6][CH:5]=[CH:4][CH:3]=1.CC1(C)C(C)(C)OB([C:50]2[CH:55]=[CH:54][CH:53]=[CH:52][C:51]=2[C:56]([F:59])([F:58])[F:57])O1.C(=O)([O-])[O-].[Na+].[Na+].C([O-])(=O)C.[K+].ClCCl>Cl[Pd]Cl.C1(P(C2C=CC=CC=2)[C-]2C=CC=C2)C=CC=CC=1.[C-]1(P(C2C=CC=CC=2)C2C=CC=CC=2)C=CC=C1.[Fe+2].O.C(#N)C>[CH2:1]([O:8][C:9](=[O:41])[NH:10][C@@H:11]1[CH2:17][CH2:16][CH2:15][N:14]([C:18]2[N:19]([CH3:40])[N:20]=[CH:21][C:22]=2[NH:23][C:24]([C:26]2[N:27]=[C:28]([C:50]3[CH:55]=[CH:54][CH:53]=[CH:52][C:51]=3[C:56]([F:59])([F:58])[F:57])[S:29][C:30]=2[NH:31][C:32]([O:34][C:35]([CH3:38])([CH3:37])[CH3:36])=[O:33])=[O:25])[CH2:13][CH2:12]1)[C:2]1[CH:7]=[CH:6][CH:5]=[CH:4][CH:3]=1 |f:2.3.4,5.6,8.9.10.11|. Procedure: In a microwave vial was placed ((R)-1-{4-[(2-bromo-5-tert-butoxycarbonylamino-thiazole-4-carbonyl)-amino]-2-methyl-2H-pyrazol-3-yl}-perhydro-azepin-4-yl)-carbamic acid benzyl ester (132.7 mg, 0.205 mmol), 4,4,5,5-tetramethyl-2-(2-trifluoromethyl-phenyl)-1,3,2-dioxaborolane (278.3 mg, 1.02 mmol, 5.0 eq.), sodium carbonate (65.0 mg, 0.61 mmol, 3.0 eq.), potassium acetate (60.2 mg, 0.61 mmol, 3.0 eq.), [1,1′-bis(diphenylphosphino)ferrocene]-dichloropalladium(II), complexed with dichloromethane (1:1... Starting materials: N1CCOCC1 (morpholine), NC=1SC(=C(N1)CC(=O)OC)C (Methyl (2-amino-5-methyl-1,3-thiazol-4-yl)acetate). The solvent is C(Cl)Cl (DCM). Run at time 1 hour. Yields the product CC1=C(N=C(S1)N)CC(=O)N1CCOCC1 (5-methyl-4-[2-(4-morpholinyl)-2-oxoethyl]-1,3-thiazol-2-ylamine). Isolated yield 54.0%. Reaction SMILES: [NH:1]1[CH2:6][CH2:5][O:4][CH2:3][CH2:2]1.[NH2:7][C:8]1[S:9][C:10]([CH3:18])=[C:11]([CH2:13][C:14](OC)=[O:15])[N:12]=1>C(Cl)Cl>[CH3:18][C:10]1[S:9][C:8]([NH2:7])=[N:12][C:11]=1[CH2:13][C:14]([N:1]1[CH2:6][CH2:5][O:4][CH2:3][CH2:2]1)=[O:15]. Procedure details: A suspension of alumiumchloride (0.86 g, 6.44 mmol) in DCM (50 mL) was treated dropwise with morpholine (4.7 mL, 53.7 mmol) giving a colorless solution. Methyl (2-amino-5-methyl-1,3-thiazol-4-yl)acetate (1.0 g, 5.37 mmol) was added (orange solution) and after 1 h, the reaction mixture was quenched with aqueous citric acid (3%, 10 mL) and basified with saturated aqueous sodium bicarbonate. Extraction with DCM (3×50 mL), drying (sodium sulfate) of the combined organic layers and evaporation of the...